Dataset: the Open Reaction Database (ORD), a public repository of structured organic reaction records. Task: describe an organic reaction: reactants, conditions, products, and yield The solvent is N1=CC=CC=C1 (pyridine). RXN SMILES: [F:1][C:2]1[N:3]=[C:4]([NH2:19])[C:5]2[N:6]=[CH:7][N:8]([C:17]=2[N:18]=1)[C@@H:9]1[O:16][C@H:13]([CH2:14][OH:15])[C@@H:11]([OH:12])[CH2:10]1.CO[C:22]1[C:23](OC)=[C:24]([CH:39]=[CH:40][CH:41]=1)[C:25](Cl)([C:32]1[CH:37]=[CH:36][CH:35]=[CH:34][CH:33]=1)[C:26]1[CH:31]=[CH:30][CH:29]=[CH:28][CH:27]=1.[C:44](OCC)(=[O:46])C.[CH3:50][OH:51]>N1C=CC=CC=1>[CH3:44][O:46][C:29]1[CH:30]=[CH:31][C:26]([C:25]([O:15][CH2:14][C@H:13]2[O:16][C@@H:9]([N:8]3[C:17]4[N:18]=[C:2]([F:1])[N:3]=[C:4]([NH2:19])[C:5]=4[N:6]=[CH:7]3)[CH2:10][C@@H:11]2[OH:12])([C:32]2[CH:33]=[CH:34][CH:35]=[CH:36][CH:37]=2)[C:24]2[CH:39]=[CH:40][C:41]([O:51][CH3:50])=[CH:22][CH:23]=2)=[CH:27][CH:28]=1 |f:2.3|. Yields the product COC1=CC=C(C(C2=CC=C(C=C2)OC)(C2=CC=CC=C2)OC[C@@H]2[C@H](C[C@@H](O2)N2C=NC=3C(N)=NC(=NC23)F)O)C=C1 (5′-O-(4,4′-Dimethoxytrityl)-2′-deoxy-2-fluoroadenosine). Reactants: FC=1N=C(C=2N=CN([C@H]3C[C@H](O)[C@@H](CO)O3)C2N1)N (2′-deoxy-2-fluoroadenosine), COC=1C(=C(C(C2=CC=CC=C2)(C2=CC=CC=C2)Cl)C=CC1)OC (dimethoxytrityl chloride), C(C)(=O)OCC.CO (ethyl acetate methanol). Procedure: 2′-deoxy-2-fluoroadenosine (20, 12 g, 0.45 mol) and dimethoxytrityl chloride (18.1 g, 0.53 mol) were dissolved in anhydrous pyridine (100 mL) and stirred at ambient temperature until the trace amount of the starting material remaining matched the bis DMT impurity forming (3 h) as monitored by TLC (Rf 0.20, starting material; Rf 0.60, product; Rf 0.85, bis DMT product, ethyl acetate-methanol 9:1). The reaction was quenched by the addition of methanol (50 mL) and then concentrated under reduced pr... The reactants are ClC1=NC=CC(=N1)C=1C(=NN2C1C=CC=C2)C=2C=CC(=C(C2)NC(CC=2SC=CC2)=O)C (N-{5-[3-(2-Chloro-4-pyrimidinyl)pyrazolo[1,5-a]pyridin-2-yl]-2-methylphenyl}-2-(2-thienyl)acetamide), N1(CCCC1)CC=1C=C(N)C=CC1 (3-(1-pyrrolidinylmethyl)aniline), Cl (HCl). Solvent: CC(C)O (iPrOH). Yields the product NC1CCC=2C=CC(=CC2C1)NC1=NC=CC(=N1)C=1C(=NN2C1C=CC=C2)C=2C=C(C=CC2)NC(CC=2SC=CC2)=O (N-[3-(3-{2-[(7-Amino-5,6,7,8-tetrahydro-2-naphthalenyl)amino]-4-pyrimidinyl}pyrazolo[1,5-a]pyridin-2-yl)phenyl]-2-(2-thienyl)acetamide). Yield: 44.5%. RXN SMILES: Cl[C:2]1[N:7]=[C:6]([C:8]2[C:9]([C:17]3[CH:18]=[CH:19][C:20](C)=[C:21]([NH:23][C:24](=[O:31])[CH2:25][C:26]4[S:27][CH:28]=[CH:29][CH:30]=4)[CH:22]=3)=[N:10][N:11]3[CH:16]=[CH:15][CH:14]=[CH:13][C:12]=23)[CH:5]=[CH:4][N:3]=1.N1([CH2:38][C:39]2[CH:40]=[C:41]([CH:43]=[CH:44][CH:45]=2)[NH2:42])CCCC1.Cl>CC(O)C>[NH2:3][CH:4]1[CH2:38][C:39]2[CH:40]=[C:41]([NH:42][C:2]3[N:7]=[C:6]([C:8]4[C:9]([C:17]5[CH:22]=[C:21]([NH:23][C:24](=[O:31])[CH2:25][C:26]6[S:27][CH:28]=[CH:29][CH:30]=6)[CH:20]=[CH:19][CH:18]=5)=[N:10][N:11]5[CH:16]=[CH:15][CH:14]=[CH:13][C:12]=45)[CH:5]=[CH:4][N:3]=3)[CH:43]=[CH:44][C:45]=2[CH2:6][CH2:5]1. Procedure: N-{5-[3-(2-Chloro-4-pyrimidinyl)pyrazolo[1,5-a]pyridin-2-yl]-2-methylphenyl}-2-(2-thienyl)acetamide (100 mg, 0.22 mmol), 3-(1-pyrrolidinylmethyl)aniline (78 mg, 0.44 mmol) and catalytic conc. HCl in iPrOH (4 mL) were heated in a microwave at 180° C. for 10 min. The reaction was concentrated and the residue was dissolved in DCM. The organic solution was washed with saturated NaHCO3 (aq) and water, dried over MgSO4 and concentrated onto silica gel. The crude material was purified by column chromat...